From a dataset of the Open Reaction Database (ORD), a public repository of structured organic reaction records. describe an organic reaction: reactants, conditions, products, and yield Reactants: BrC1=CC(=NC=C1)NC=C1C(OCC1)=O (3-((4-bromopyridin-2-ylamino)methylene)dihydrofuran-2(3H)-one), C=1(C(=CC=CC1)C)C (xylene). Reagents/catalysts: C(=O)(C(F)(F)F)O (CF3COOH). The solvent is O (water). Reaction conditions: temperature 85 celsius. The product is BrC1=CC=2N(C(C(=CN2)CCO)=O)C=C1 (8-bromo-3-(2-hydroxyethyl)-4H-pyrido[1,2-a]pyrimidin-4-one). As a reaction SMILES: [Br:1][C:2]1[CH:7]=[CH:6][N:5]=[C:4]([NH:8][CH:9]=[C:10]2[CH2:14][CH2:13][O:12][C:11]2=[O:15])[CH:3]=1.C1(C)C(C)=CC=CC=1>C(O)(C(F)(F)F)=O.O>[Br:1][C:2]1[CH:7]=[CH:6][N:5]2[C:11](=[O:15])[C:10]([CH2:14][CH2:13][OH:12])=[CH:9][N:8]=[C:4]2[CH:3]=1. Reported procedure: In a small flask, 3-((4-bromopyridin-2-ylamino)methylene)dihydrofuran-2(3H)-one (250 mg, 0.93 mmol) and CF3COOH (8 drops) was added into a solution of xylene. The suspension was warmed to 85° C. and maintained at that temperature for 30 min. After the upper layer of suspension was poured out, the residue was diluted with water (30 mL) and adjusted to pH 8. Then the mixture was extracted with ethyl acetate (3×50 mL). The organic layer was dried over Na2SO4 and concentrated to give the crude produ...